This data is from the Open Reaction Database (ORD), a public repository of structured organic reaction records. The task is: describe an organic reaction: reactants, conditions, products, and yield Reactants: C1(CCCCC1)C1=NC2=CC=CC=C2C=C1 (2-cyclohexylquinoline), C(#N)[BH3-].[Na+] (sodium cyanoborohydride), [OH-].[Na+] (sodium hydroxide). Solvent: C(C)(=O)O (acetic acid). Reaction conditions: time 4 hour. The product is C1(CCCCC1)C1NC2=CC=CC=C2CC1 (2-cyclohexyl-1,2,3,4-tetrahydroquinoline). Isolated yield 59.4%. RXN SMILES: [CH:1]1([C:7]2[CH:16]=[CH:15][C:14]3[C:9](=[CH:10][CH:11]=[CH:12][CH:13]=3)[N:8]=2)[CH2:6][CH2:5][CH2:4][CH2:3][CH2:2]1.C([BH3-])#N.[Na+].[OH-].[Na+]>C(O)(=O)C>[CH:1]1([CH:7]2[CH2:16][CH2:15][C:14]3[C:9](=[CH:10][CH:11]=[CH:12][CH:13]=3)[NH:8]2)[CH2:2][CH2:3][CH2:4][CH2:5][CH2:6]1 |f:1.2,3.4|. Procedure: A solution of 2-cyclohexylquinoline (2.66 g, 12.61 mmol) in glacial acetic acid (25 ml) was treated with sodium cyanoborohydride (2.38 g, 37.82 mmol) and stirred at room temperature for 4 h and then 40° C. for 18 h. The mixture was then treated with 2 M sodium hydroxide (200 ml), stirred for 30 min and extracted into ethyl acetate (3×100 ml). The combined organic layers were then washed with water (3×100 ml), dried with sodium sulfate, evaporated under reduced pressure and the residue purified b...